This data is from the Open Reaction Database (ORD), a public repository of structured organic reaction records. The task is: describe an organic reaction: reactants, conditions, products, and yield Reactants: FC=1C=C(C=C(C1)C1(CCOCC1)OC)OCC1=CC=C(C=C1)N1C(=NC=C1)C (4-[5-fluoro-3-[4-(2-methylimidazol-1-yl)benzyloxy]phenyl]-4-methoxy-3,4,5,6-tetrahydro-2H-pyran), C(\C=C\C(=O)O)(=O)O (fumaric acid). The solvent is CO (MeOH). Product: C(\C=C\C(=O)O)(=O)O.FC=1C=C(C=C(C1)C1(CCOCC1)OC)OCC1=CC=C(C=C1)N1C(=NC=C1)C (4-[5-fluoro-3-[4-(2-methylimidazol- 1-yl)benzyloxy]phenyl]-4-methoxy-3,4,5,6-tetrahydro-2H-pyran fumarate). Yield: 78.0%. Reaction SMILES: [F:1][C:2]1[CH:3]=[C:4]([O:16][CH2:17][C:18]2[CH:23]=[CH:22][C:21]([N:24]3[CH:28]=[CH:27][N:26]=[C:25]3[CH3:29])=[CH:20][CH:19]=2)[CH:5]=[C:6]([C:8]2([O:14][CH3:15])[CH2:13][CH2:12][O:11][CH2:10][CH2:9]2)[CH:7]=1.[C:30]([OH:37])(=[O:36])/[CH:31]=[CH:32]/[C:33]([OH:35])=[O:34]>CO>[C:30]([OH:37])(=[O:36])/[CH:31]=[CH:32]/[C:33]([OH:35])=[O:34].[F:1][C:2]1[CH:3]=[C:4]([O:16][CH2:17][C:18]2[CH:23]=[CH:22][C:21]([N:24]3[CH:28]=[CH:27][N:26]=[C:25]3[CH3:29])=[CH:20][CH:19]=2)[CH:5]=[C:6]([C:8]2([O:14][CH3:15])[CH2:13][CH2:12][O:11][CH2:10][CH2:9]2)[CH:7]=1 |f:3.4|. Reported procedure: To a solution of 4-[5-fluoro-3-[4-(2-methylimidazol-1-yl)benzyloxy]phenyl]-4-methoxy-3,4,5,6-tetrahydro-2H-pyran (150 mg, 0.38 mmol) in MeOH (3 ml) was added fumaric acid (44 mg, 0.38 mmol). The resulting solution was concentrated in vacuo. The residual solid was recrystallized from ethanol to afford 152 mg (77%) of 4-[5-fluoro-3-[4-(2-methylimidazol- 1-yl)benzyloxy]phenyl]-4-methoxy-3,4,5,6-tetrahydro-2H-pyran fumarate as a white powder.